From a dataset of the Open Reaction Database (ORD), a public repository of structured organic reaction records. describe an organic reaction: reactants, conditions, products, and yield The reactants are C1(=CC=CC=C1)C1(CCNCC1)C1=CC=CC=C1 (4,4-diphenylpiperidine), BrCCCC#N (4-bromobutyronitrile), C([O-])([O-])=O.[K+].[K+] (potassium carbonate), [I-].[K+] (potassium iodide). The solvent is C(CCC)O (n-butanol), O1CCOCC1 (1,4-dioxane). The product is C1(=CC=CC=C1)C1(CCN(CC1)CCCC#N)C1=CC=CC=C1 (4-(4,4-Diphenylpiperidin-1-yl)butyronitrile). Yield: 87.3%. RXN SMILES: [C:1]1([C:7]2([C:13]3[CH:18]=[CH:17][CH:16]=[CH:15][CH:14]=3)[CH2:12][CH2:11][NH:10][CH2:9][CH2:8]2)[CH:6]=[CH:5][CH:4]=[CH:3][CH:2]=1.Br[CH2:20][CH2:21][CH2:22][C:23]#[N:24].C(=O)([O-])[O-].[K+].[K+].[I-].[K+]>C(O)CCC.O1CCOCC1>[C:1]1([C:7]2([C:13]3[CH:18]=[CH:17][CH:16]=[CH:15][CH:14]=3)[CH2:8][CH2:9][N:10]([CH2:20][CH2:21][CH2:22][C:23]#[N:24])[CH2:11][CH2:12]2)[CH:2]=[CH:3][CH:4]=[CH:5][CH:6]=1 |f:2.3.4,5.6|. Procedure details: A suspension of 4,4-diphenylpiperidine (4.15 g, 17.5 mmol, 1.00 equiv), 4-bromobutyronitrile (2.10 mL, 21.0 mmol, 1.20 equiv, Aldrich), potassium carbonate (4.85 g, 35.0 mmol, 2.00 equiv), and potassium iodide (581 mg, 3.50 mmol, 0.20 equiv) in n-butanol (20 mL) and 1,4-dioxane (20 mL) was stirred at reflux under argon for 48 hours. The mixture was cooled to room temperature and concentrated. Water (50 mL) was added and the mixture was extracted with CH2Cl2 (4×150 mL) . The combined organic solu... Starting materials: CS(=O)(=O)Cl, NCc1ccc2c(c1)N(C1CCN(CCc3ccc(F)cc3)CC1)CC2, c1ccncc1. Yields the product CS(=O)(=O)NCc1ccc2c(c1)N(C1CCN(CCc3ccc(F)cc3)CC1)CC2, Cl. Reaction SMILES: [CH3:1][S:2]([Cl:3])(=[O:4])=[O:5].[F:6][c:7]1[cH:8][cH:9][c:10]([CH2:11][CH2:12][N:13]2[CH2:14][CH2:15][CH:16]([N:19]3[CH2:20][CH2:21][c:22]4[cH:23][cH:24][c:25]([CH2:28][NH2:29])[cH:26][c:27]43)[CH2:17][CH2:18]2)[cH:30][cH:31]1.[cH:32]1[cH:33][cH:34][n:35][cH:36][cH:37]1>>[CH3:1][S:2](=[O:4])(=[O:5])[NH:29][CH2:28][c:25]1[cH:24][cH:23][c:22]2[c:27]([cH:26]1)[N:19]([CH:16]1[CH2:15][CH2:14][N:13]([CH2:12][CH2:11][c:10]3[cH:9][cH:8][c:7]([F:6])[cH:31][cH:30]3)[CH2:18][CH2:17]1)[CH2:20][CH2:21]2.[ClH:3]. Product: BrC1=CC(=C(O[Si](C)(C)C(C)(C)C)C(=C1)F)F ((4-bromo-2,6-difluorophenoxy)(tert-butyl)dimethylsilane). Solvent: O (water), ClCCl (dichloromethane). Procedure details: 4-Bromo-2,6-difluorophenol D1c (5.0 g, 24 mmol) is dissolved in dichloromethane (50 mL) and treated with imidazole (2.28 g, 33.5 mmol). The colorless solution is treated in portions, with stirring, with tert-butylchlorodimethylsilane (4 g, 26 mmol). The mixture is stirred at room temperature overnight. The mixture is diluted with water (150 mL) and extracted with dichloromethane. The organic phase is washed with sat. NH4Cl solution, dried over Na2SO4 and concentrated in vacuo. Purification of th... As a reaction SMILES: [Br:1][C:2]1[CH:7]=[C:6]([F:8])[C:5]([OH:9])=[C:4]([F:10])[CH:3]=1.N1C=CN=C1.[C:16]([Si:20](Cl)([CH3:22])[CH3:21])([CH3:19])([CH3:18])[CH3:17]>ClCCl.O>[Br:1][C:2]1[CH:7]=[C:6]([F:8])[C:5]([O:9][Si:20]([C:16]([CH3:19])([CH3:18])[CH3:17])([CH3:22])[CH3:21])=[C:4]([F:10])[CH:3]=1. Run at time 8 hour. Starting materials: N1C=NC=C1 (imidazole), BrC1=CC(=C(C(=C1)F)O)F (4-Bromo-2,6-difluorophenol), C(C)(C)(C)[Si](C)(C)Cl (tert-butylchlorodimethylsilane).